This data is from the Open Reaction Database (ORD), a public repository of structured organic reaction records. The task is: describe an organic reaction: reactants, conditions, products, and yield The reactants are C1(=CC=C(C=C1)S(=O)(=O)C[N+]#[C-])C (toluene-4-sulfonylmethylisocyanide), C(C1=CC=CC=C1)OC=1C(=C(C=O)C=CC1)OC (3-benzyloxy-2-methoxy-benzaldehyde), CO (MeOH), CC(C)([O-])C.[K+] (Potassium tert-butoxide). The solvent is COCCOC (1,2-dimethoxyethan), O (water), COCCOC (1,2-dimethoxyethane), COCCOC (1,2-dimethoxyethane). Reaction conditions: temperature -50 celsius, time 2 hour. Product: C(C1=CC=CC=C1)OC=1C(=C(C=CC1)CC#N)OC ((3-Benzyloxy-2-methoxy-phenyl)-acetonitrile). RXN SMILES: CC(C)([O-])C.[K+].C1(C)C=CC(S([CH2:16][N+:17]#[C-])(=O)=O)=CC=1.[CH2:20]([O:27][C:28]1[C:29]([O:36][CH3:37])=[C:30]([CH:33]=[CH:34][CH:35]=1)[CH:31]=O)[C:21]1[CH:26]=[CH:25][CH:24]=[CH:23][CH:22]=1.CO>COCCOC.O>[CH2:20]([O:27][C:28]1[C:29]([O:36][CH3:37])=[C:30]([CH2:31][C:16]#[N:17])[CH:33]=[CH:34][CH:35]=1)[C:21]1[CH:26]=[CH:25][CH:24]=[CH:23][CH:22]=1 |f:0.1|. Procedure: 9.3 g (83 mmol) Potassium tert-butoxide in 30 mL 1,2-dimethoxyethane are cooled to −30° C. 9.1 g (45 mmol) toluene-4-sulfonylmethylisocyanide in 30 mL 1,2-dimethoxyethan are added slowly and the resulting mixture is cooled to −50° C. A mixture of 10.0 g (41.3 mmol) 3-benzyloxy-2-methoxy-benzaldehyde (see CN 102451178) in 80 mL 1,2-dimethoxyethane are added within 30 min and stirred for 2 h at −50° C. After that time 60 mL MeOH are added and stirred for 2 h under reflux. The mixture is cooled to ... RXN SMILES: Cl[C:2]1[C:7]2[C:8]([CH3:15])=[N:9][C:10]3[N:11]([N:12]=[CH:13][CH:14]=3)[C:6]=2[N:5]=[CH:4][C:3]=1[C:16]([O:18][CH2:19][CH3:20])=[O:17].[NH3:21]>>[NH2:21][C:2]1[C:7]2[C:8]([CH3:15])=[N:9][C:10]3[N:11]([N:12]=[CH:13][CH:14]=3)[C:6]=2[N:5]=[CH:4][C:3]=1[C:16]([O:18][CH2:19][CH3:20])=[O:17]. The product is NC1=C(C=NC2=C1C(=NC=1N2N=CC1)C)C(=O)OCC (6-amino-5-methyl-pyrazolo[1,5-a]pyrido[3,2-e]pyrimidine-7-carboxylic acid, ethyl ester). Reactants: ClC1=C(C=NC2=C1C(=NC=1N2N=CC1)C)C(=O)OCC (6-chloro-5-methylpyrazolo[1,5-a]pyrido[3,2-e]pyrimidine-7-carboxylic acid, ethyl ester), N (ammonia). Reported procedure: By treating the product of Example 10 with ammonia according to the procedure of Example 5, 6-amino-5-methyl-pyrazolo[1,5-a]pyrido[3,2-e]pyrimidine-7-carboxylic acid, ethyl ester is obtained. Treatment of this product with ethanolic hydrochloric acid yields the hydrochloride salt.